describe an organic reaction: reactants, conditions, products, and yield From a dataset of the Open Reaction Database (ORD), a public repository of structured organic reaction records. Reactants: Cl (hydrogen chloride), vinyl, Cl (hydrogen chloride), ClCCC1(CCCCC1)CCCl (bis-(2-chloroethyl)cyclohexane), Cl (hydrogen chloride), ClCCC1CCCCC1 ((2-chloroethyl)cyclohexane). Product: ClCCC1(CCCCC1)C(C)Cl ((2-chloroethyl)-(1-chloroethyl)cyclohexane). Reaction SMILES: [Cl:1][CH2:2][CH2:3][C:4]1([CH2:10][CH2:11]Cl)[CH2:9][CH2:8][CH2:7][CH2:6][CH2:5]1.Cl.[Cl:14]CCC1CCCCC1>>[Cl:1][CH2:2][CH2:3][C:4]1([CH:10]([Cl:14])[CH3:11])[CH2:9][CH2:8][CH2:7][CH2:6][CH2:5]1. Procedure details: In this example 100.0 grams of cyclohexane, 17.0 grams of vinyl chloride, 6.0 grams of di-t-butyl peroxide and 21.0 grams of concentrated 37% hydrochloric acid in 21.0 grams of water were added to an 850 ml rotating autoclave. The rotating autoclave was heated to a temperature of between 130° and 140° C. at an initial pressure of 30 atmospheres of nitrogen for a period of time comprising 4 hours. At the end of this time, heating was terminated thereby allowing the autoclave to return to room tem... Starting materials: C(CCCCCCCCCCCCCC)OC=1C=NC(=NC1)C1=CC=C(C=C1)CCCCCC (5-pentadecyloxy-2-(4-hexylphenyl)pyrimidine), C(CCCCCCCCCCCCCC)OC=1C=NC(=NC1)C1=CC=C(C=C1)CCCCCCCCCC.C(CCCCCCCCCCCCCC)OC=1C=NC(=NC1)C1=CC=C(C=C1)CCCCCCCCC (5-pentadecyloxy-2-(4-nonylphenyl)pyrimidine 5-pentadecyloxy-2-(4-decylphenyl)pyrimidine). Product: C(CCCCCCCCCCCCCC)OC=1C=NC(=NC1)C1=CC=C(C=C1)CCCCC (5-pentadecyloxy-2-(4-pentylphenyl)pyrimidine). As a reaction SMILES: [CH2:1]([O:16][C:17]1[CH:18]=[N:19][C:20]([C:23]2[CH:28]=[CH:27][C:26]([CH2:29][CH2:30][CH2:31][CH2:32][CH2:33]C)=[CH:25][CH:24]=2)=[N:21][CH:22]=1)[CH2:2][CH2:3][CH2:4][CH2:5][CH2:6][CH2:7][CH2:8][CH2:9][CH2:10][CH2:11][CH2:12][CH2:13][CH2:14][CH3:15].C(OC1C=NC(C2C=CC(CCCCCCCCCC)=CC=2)=NC=1)CCCCCCCCCCCCCC.C(OC1C=NC(C2C=CC(CCCCCCCCC)=CC=2)=NC=1)CCCCCCCCCCCCCC>>[CH2:1]([O:16][C:17]1[CH:22]=[N:21][C:20]([C:23]2[CH:28]=[CH:27][C:26]([CH2:29][CH2:30][CH2:31][CH2:32][CH3:33])=[CH:25][CH:24]=2)=[N:19][CH:18]=1)[CH2:2][CH2:3][CH2:4][CH2:5][CH2:6][CH2:7][CH2:8][CH2:9][CH2:10][CH2:11][CH2:12][CH2:13][CH2:14][CH3:15] |f:1.2|. Procedure details: 5-pentadecyloxy-2-(4-hexylphenyl)pyrimidine ##STR40## 5-pentadecyloxy-2-(4-heptylphenyl)pyrimidine 5-pentadecyloxy-2-(4-octylphenyl)pyrimidine ##STR41## 5-pentadecyloxy-2-(4-nonylphenyl)pyrimidine 5-pentadecyloxy-2-(4-decylphenyl)pyrimidine The reactants are C#C[Mg+], C1CCOC1, COc1cc(C=O)ccc1OCCN1CCOCC1, [Cl-]. The product is C#CC(O)c1ccc(OCCN2CCOCC2)c(OC)c1. Reaction SMILES: [C:21](#[CH:22])[Mg+:23].[CH2:24]1[O:25][CH2:26][CH2:27][CH2:28]1.[CH3:1][O:2][c:3]1[cH:4][c:5]([CH:6]=[O:7])[cH:8][cH:9][c:10]1[O:11][CH2:12][CH2:13][N:14]1[CH2:15][CH2:16][O:17][CH2:18][CH2:19]1.[Cl-:20]>>[CH3:1][O:2][c:3]1[cH:4][c:5]([CH:6]([OH:7])[C:21]#[CH:22])[cH:8][cH:9][c:10]1[O:11][CH2:12][CH2:13][N:14]1[CH2:15][CH2:16][O:17][CH2:18][CH2:19]1. Reactants: OB(O)c1ccccc1 (effective_coupling_partner), COc2nc(OC)nc(Oc1ccc(C=O)cc1)n2 (substrate). The reagents and catalysts are dppf. Conditions: temperature 110 celsius, time 24 hour. Yields the product O=Cc2ccc(c1ccccc1)cc2. Starting materials: FC(C(=O)O)(F)F.NCC1=CC=CC(=N1)C=1SC2=C(C(N1)=O)C=CC=C2 (2-[6-(aminomethyl)-2-pyridyl]-4H-1,3-benzothiazine-4-one trifluoroacetic acid salt), C([O-])([O-])=O.[K+].[K+] (potassium carbonate), CN(C(=O)Cl)C (N,N-dimethylcarbamoyl chloride). Conditions: time 20 minute. Yields the product CN(C(=O)NCC1=NC(=CC=C1)C=1SC2=C(C(N1)=O)C=CC=C2)C (N,N-Dimethyl-N′-[[6-(4-oxo-4H-1,3-benzothiazin-2-yl)-2-pyridyl]methyl]urea). Isolated yield 70.5%. RXN SMILES: FC(F)(F)C(O)=O.[NH2:8][CH2:9][C:10]1[N:15]=[C:14]([C:16]2[S:17][C:18]3[CH:26]=[CH:25][CH:24]=[CH:23][C:19]=3[C:20](=[O:22])[N:21]=2)[CH:13]=[CH:12][CH:11]=1.C(=O)([O-])[O-].[K+].[K+].[CH3:33][N:34]([CH3:38])[C:35](Cl)=[O:36]>>[CH3:33][N:34]([CH3:38])[C:35]([NH:8][CH2:9][C:10]1[CH:11]=[CH:12][CH:13]=[C:14]([C:16]2[S:17][C:18]3[CH:26]=[CH:25][CH:24]=[CH:23][C:19]=3[C:20](=[O:22])[N:21]=2)[N:15]=1)=[O:36] |f:0.1,2.3.4|. Procedure: A mixture of 2-[6-(aminomethyl)-2-pyridyl]-4H-1,3-benzothiazine-4-one trifluoroacetic acid salt (0.40 g, 1.0 mmol) and potassium carbonate (0.43 g, 3.1 mmol) was stirred at room temperature for 20 minutes. Successively, N,N-dimethylcarbamoyl chloride (0.47 g, 4.3 mmol) was added to the mixture, and the mixture was stirred at room temperature for 5 hrs. The precipitates were filtered, and the filtrate was concentrated. The residue was subjected to a silica gel column chromatography. The fractions... Isolated yield 19.0%. The reactants are C1(=CC=CC=C1)CCCCNC([C@H]1N(CCC1)C[C@H](CC(C)C)N)=O (1-[2-(S)-amino-4-methylpentyl]-L-proline 4phenylbutylamide), O1C(=CC=C1)C(=O)Cl (2-furoyl chloride). The product is C1(=CC=CC=C1)CCCCNC([C@H]1N(CCC1)C[C@H](CC(C)C)NC(=O)C=1OC=CC1)=O (1-[2-(S)-[(Furan-2-carbonyl)amino]-4-methylpentyl]-L-proline 4-Phenylbutylamide). Procedure: Using the procedure described in Example 7, treatment of 1-[2-(S)-amino-4-methylpentyl]-L-proline 4phenylbutylamide (125 mg) with 2-furoyl chloride (50 uL) provided 27 mg (19%) of the title compound. The 1H NMR and Mass spectrum analysis of this compound was consistent with the structure. Reaction SMILES: [C:1]1([CH2:7][CH2:8][CH2:9][CH2:10][NH:11][C:12](=[O:25])[C@@H:13]2[CH2:17][CH2:16][CH2:15][N:14]2[CH2:18][C@@H:19]([NH2:24])[CH2:20][CH:21]([CH3:23])[CH3:22])[CH:6]=[CH:5][CH:4]=[CH:3][CH:2]=1.[O:26]1[CH:30]=[CH:29][CH:28]=[C:27]1[C:31](Cl)=[O:32]>>[C:1]1([CH2:7][CH2:8][CH2:9][CH2:10][NH:11][C:12](=[O:25])[C@@H:13]2[CH2:17][CH2:16][CH2:15][N:14]2[CH2:18][C@@H:19]([NH:24][C:31]([C:27]2[O:26][CH:30]=[CH:29][CH:28]=2)=[O:32])[CH2:20][CH:21]([CH3:22])[CH3:23])[CH:6]=[CH:5][CH:4]=[CH:3][CH:2]=1.